Task: describe an organic reaction: reactants, conditions, products, and yield. Dataset: the Open Reaction Database (ORD), a public repository of structured organic reaction records The reactants are BrC=1C=CC2=C(C(=NCC=3N2C(=NN3)CCl)C3=CC=CC=C3)C1 (8-bromo-1-(chloromethyl)- 6-phenyl-4H-s-triazolo[4,3-a][1,4]benzodiazepine), [I-].[K+] (potassium iodide), C(C=C)N (allylamine). The solvent is O1CCCC1 (tetrahydrofuran). Product: BrC=1C=CC2=C(C(=NCC=3N2C(=NN3)CNCC=C)C3=CC=CC=C3)C1 (8-bromo-1-[(allylamino)methyl]-6-phenyl-4H-s-triazolo[4,3-a][1,4]benzodiazepine). As a reaction SMILES: [Br:1][C:2]1[CH:3]=[CH:4][C:5]2[N:11]3[C:12]([CH2:15]Cl)=[N:13][N:14]=[C:10]3[CH2:9][N:8]=[C:7]([C:17]3[CH:22]=[CH:21][CH:20]=[CH:19][CH:18]=3)[C:6]=2[CH:23]=1.[I-].[K+].[CH2:26]([NH2:29])[CH:27]=[CH2:28]>O1CCCC1>[Br:1][C:2]1[CH:3]=[CH:4][C:5]2[N:11]3[C:12]([CH2:15][NH:29][CH2:26][CH:27]=[CH2:28])=[N:13][N:14]=[C:10]3[CH2:9][N:8]=[C:7]([C:17]3[CH:22]=[CH:21][CH:20]=[CH:19][CH:18]=3)[C:6]=2[CH:23]=1 |f:1.2|. Procedure: In the manner given in Example 31, 8-bromo-1-(chloromethyl)- 6-phenyl-4H-s-triazolo[4,3-a][1,4]benzodiazepine, potassium iodide and allylamine in tetrahydrofuran are reacted to give 8-bromo-1-[(allylamino)methyl]-6-phenyl-4H-s-triazolo[4,3-a][1,4]benzodiazepine. Starting materials: O (Water), C=CCN1CC[C@]23C4=C5C=CC(=C4O[C@H]2C(=O)CC[C@]3([C@H]1C5)O)O.Cl (naloxone hydrochloride), Cl.NO (hydroxylamine hydrochloride), [OH-].[Na+] (NaOH). The solvent is CO (MeOH). Reaction conditions: time 24 hour. Yields the product N(O)=C1[C@H]2[C@]34C=5C(=C(C=CC5C[C@H]([C@@]3(CC1)O)N(CC4)CC=C)O)O2 (6-Oximino-17-ally-4,5 α-epoxy-3, 14-dihydroxymorphinan). Reaction SMILES: [CH2:1]=[CH:2][CH2:3][N:4]1[C@@H:21]2[CH2:22][C:9]3[CH:10]=[CH:11][C:12]([OH:24])=[C:13]4[O:14][C@H:15]5[C:16]([CH2:18][CH2:19][C@:20]2([OH:23])[C@:7]5([C:8]=34)[CH2:6][CH2:5]1)=O.Cl.Cl.[NH2:27][OH:28].[OH-].[Na+].O>CO>[N:27](=[C:16]1[CH2:18][CH2:19][C@:20]2([OH:23])[C@:7]34[CH2:6][CH2:5][N:4]([CH2:3][CH:2]=[CH2:1])[C@@H:21]2[CH2:22][C:9]2[CH:10]=[CH:11][C:12]([OH:24])=[C:13]([O:14][C@@H:15]13)[C:8]4=2)[OH:28] |f:0.1,2.3,4.5|. Reported procedure: A mixture of naloxone hydrochloride (1.085 g, 3 mmol) and hydroxylamine hydrochloride (0.28 g, 4 mmol) was taken up in 30 mL of MeOH containing 2.8 mL of 10% aqueous NaOH. The mixture was stirred at room temperature for 24 h. Water was added (100 mL), and the oxime extracted into CHCl3 (3×50 mL). The extract was dried (MgSO4), and the solvent evaporated. The residue obtained was recrystallized from CH2Cl2 -petroleum ether. Yield: 840 mg (81.8%); mp: 119 C. IR: (KBr): No C=O absorption at 1717 cm... The reactants are CN1N=C(C(N=C1SC)=O)C1=CC(=CC=C1)Cl (2-methyl-3-methylthio-6-(m-chlorophenyl)-5-oxo-2,5-dihydro-1,2,4-triazine), C[O-].[Na+] (sodium methoxide), resultant mixture. Product: CN1N=C(C(N=C1OC)=O)C1=CC(=CC=C1)Cl (2-methyl-3-methoxy-6-(m-chlorophenyl)-5-oxo-2,5-dihydro-1,2,4-triazine). Reported procedure: To a solution of 2-methyl-3-methylthio-6-(m-chlorophenyl)-5-oxo-2,5-dihydro-1,2,4-triazine (0.5 g) in methanol (10 ml), sodium methoxide (0.23 g) was added, and the resultant mixture was stirred at room temperature for 2 hours. After stirring, the resulting mixture was evaporated to dryness to give a crude product. Recrystallization of the crude product from ethanol gave 0.28 g of 2-methyl-3-methoxy-6-(m-chlorophenyl)-5-oxo-2,5-dihydro-1,2,4-triazine in 60% yield. M.P., 119° C. The yield is 59.6%. RXN SMILES: [CH3:1][N:2]1[C:7](SC)=[N:6][C:5](=[O:10])[C:4]([C:11]2[CH:16]=[CH:15][CH:14]=[C:13]([Cl:17])[CH:12]=2)=[N:3]1.[CH3:18][O-:19].[Na+]>CO>[CH3:1][N:2]1[C:7]([O:19][CH3:18])=[N:6][C:5](=[O:10])[C:4]([C:11]2[CH:16]=[CH:15][CH:14]=[C:13]([Cl:17])[CH:12]=2)=[N:3]1 |f:1.2|. Run in CO (methanol). Reactants: N1=CC(=CC=C1)N (pyridin-3-amine), BrC=1C=CC(=C(C(=O)O)C1)OCC1=CC(=CC=C1)OC (5-bromo-2-({[3-(methyloxy)phenyl]methyl}oxy)benzoic acid), Cl.CN(CCCN=C=NCC)C (1-(3-Dimethylaminopropyl)-3-ethylcarbodiimide hydrochloride), ON1N=NC2=C1C=CC=C2 (1-Hydroxybenzotriazole). Run in CN(C)C=O (DMF). Reaction conditions: temperature 20 celsius, time 16 hour. The product is BrC=1C=CC(=C(C(=O)NC=2C=NC=CC2)C1)OCC1=CC(=CC=C1)OC (5-Bromo-2-({[3-(methyloxy)phenyl]methyl}oxy)-N-3-pyridinylbenzamide). RXN SMILES: [N:1]1[CH:6]=[CH:5][CH:4]=[C:3]([NH2:7])[CH:2]=1.[Br:8][C:9]1[CH:10]=[CH:11][C:12]([O:18][CH2:19][C:20]2[CH:25]=[CH:24][CH:23]=[C:22]([O:26][CH3:27])[CH:21]=2)=[C:13]([CH:17]=1)[C:14](O)=[O:15].Cl.CN(C)CCCN=C=NCC.ON1C2C=CC=CC=2N=N1>CN(C=O)C>[Br:8][C:9]1[CH:10]=[CH:11][C:12]([O:18][CH2:19][C:20]2[CH:25]=[CH:24][CH:23]=[C:22]([O:26][CH3:27])[CH:21]=2)=[C:13]([CH:17]=1)[C:14]([NH:7][C:3]1[CH:2]=[N:1][CH:6]=[CH:5][CH:4]=1)=[O:15] |f:2.3|. Procedure details: Solid pyridin-3-amine (154 mg, 1.63 mmol) was added in one charge to a stirred solution of 5-bromo-2-({[3-(methyloxy)phenyl]methyl}oxy)benzoic acid (may be prepared as described in Description 30; 275 mg, 0.82 mmol), 1-(3-Dimethylaminopropyl)-3-ethylcarbodiimide hydrochloride (188 mg, 0.98 mmol) and 1-Hydroxybenzotriazole (132 mg, 0.98 mmol) in DMF (20 ml) under nitrogen at 20° C. The reaction mixture was stirred at 20° C. for 16 h. The organic phase was washed with water (25 ml), extracted with... Reported procedure: To a mixture of 2-[(R)-5-(5-cyano-pyridin-2-yl)-indan-1-yl]-2,7-diaza-spiro[3.5]nonane-7-carboxylic acid tert-butyl ester (11-1a, 140 mg, 0.32 mmol) in dioxane (3 mL) was added 5 mL of 4N HCl in dioxane. The mixture was stirred for 3 hours. The volatiles were removed under reduced pressure to give the title compound as a brown solid (65 mg, 48%). MS (APCI) 345.1 (M+H)+. Retention time: 1.26 minutes XBridge C18 4.6×50 mm 5 um, 5-100% acetonitrile:water (0.1% formic acid). Run at time 3 hour. The yield is 48.0%. Run in O1CCOCC1 (dioxane), O1CCOCC1 (dioxane). The reactants are C(C)(C)(C)OC(=O)N1CCC2(CN(C2)[C@@H]2CCC3=CC(=CC=C23)C2=NC=C(C=C2)C#N)CC1 (2-[(R)-5-(5-Cyano-pyridin-2-yl)-indan-1-yl]-2,7-diaza-spiro[3.5]nonane-7-carboxylic acid tert-butyl ester), Cl (HCl). Reaction SMILES: C(OC([N:8]1[CH2:33][CH2:32][C:11]2([CH2:14][N:13]([C@H:15]3[C:23]4[C:18](=[CH:19][C:20]([C:24]5[CH:29]=[CH:28][C:27]([C:30]#[N:31])=[CH:26][N:25]=5)=[CH:21][CH:22]=4)[CH2:17][CH2:16]3)[CH2:12]2)[CH2:10][CH2:9]1)=O)(C)(C)C.[ClH:34]>O1CCOCC1>[ClH:34].[ClH:34].[CH2:12]1[C:11]2([CH2:10][CH2:9][NH:8][CH2:33][CH2:32]2)[CH2:14][N:13]1[C@H:15]1[C:23]2[C:18](=[CH:19][C:20]([C:24]3[CH:29]=[CH:28][C:27]([C:30]#[N:31])=[CH:26][N:25]=3)=[CH:21][CH:22]=2)[CH2:17][CH2:16]1 |f:3.4.5|. Product: Cl.Cl.C1N(CC12CCNCC2)[C@@H]2CCC1=CC(=CC=C21)C2=NC=C(C#N)C=C2 (6-[(R)-1-(2,7-Diaza-spiro[3.5]non-2-yl)-indan-5-yl]-nicotinonitrile dihydrochloride).